This data is from the Open Reaction Database (ORD), a public repository of structured organic reaction records. The task is: describe an organic reaction: reactants, conditions, products, and yield Starting materials: CN1CCN(c2cc(-c3ccc4c(c3)CNCC4)nc(N)n2)CC1, CC(C(=O)O)C1CCCCC1. Product: CC(C(=O)N1CCc2ccc(-c3cc(N4CCN(C)CC4)nc(N)n3)cc2C1)C1CCCCC1. RXN SMILES: [CH3:12][N:13]1[CH2:14][CH2:15][N:16]([c:19]2[n:20][c:21]([NH2:35])[n:22][c:23](-[c:25]3[cH:26][cH:27][c:28]4[c:33]([cH:34]3)[CH2:32][NH:31][CH2:30][CH2:29]4)[cH:24]2)[CH2:17][CH2:18]1.[CH:1]1([CH:7]([C:8](=[O:9])[OH:10])[CH3:11])[CH2:2][CH2:3][CH2:4][CH2:5][CH2:6]1>>[CH:1]1([CH:7]([C:8](=[O:10])[N:31]2[CH2:30][CH2:29][c:28]3[cH:27][cH:26][c:25](-[c:23]4[n:22][c:21]([NH2:35])[n:20][c:19]([N:16]5[CH2:15][CH2:14][N:13]([CH3:12])[CH2:18][CH2:17]5)[cH:24]4)[cH:34][c:33]3[CH2:32]2)[CH3:11])[CH2:2][CH2:3][CH2:4][CH2:5][CH2:6]1. Starting materials: Cc1ccccc1, COc1cc(CCl)c(CCl)cc1OC, NCc1ccccc1, [Na+], [OH-]. Product: COc1cc2c(cc1OC)CN(Cc1ccccc1)C2. Reaction SMILES: [CH3:25][c:26]1[cH:27][cH:28][cH:29][cH:30][cH:31]1.[Cl:1][CH2:2][c:3]1[cH:4][c:5]([O:13][CH3:14])[c:6]([O:11][CH3:12])[cH:7][c:8]1[CH2:9][Cl:10].[NH2:17][CH2:18][c:19]1[cH:20][cH:21][cH:22][cH:23][cH:24]1.[Na+:16].[OH-:15]>>[CH2:2]1[c:3]2[cH:4][c:5]([O:13][CH3:14])[c:6]([O:11][CH3:12])[cH:7][c:8]2[CH2:9][N:17]1[CH2:18][c:19]1[cH:20][cH:21][cH:22][cH:23][cH:24]1. Reactants: CC(C)(C)OC(=O)N1CCC2C(C1)c1cc(Br)cc3c1N2CC3, COc1ccc(B(O)O)c(C(F)(F)F)c1. Yields the product COc1ccc(-c2cc3c4c(c2)C2CN(C(=O)OC(C)(C)C)CCC2N4CC3)c(C(F)(F)F)c1. RXN SMILES: [Br:1][c:2]1[cH:3][c:4]2[c:8]3[c:9]([cH:10]1)[CH2:11][CH2:12][N:7]3[CH:6]1[CH:5]2[CH2:16][N:15]([C:17](=[O:18])[O:19][C:20]([CH3:21])([CH3:22])[CH3:23])[CH2:14][CH2:13]1.[CH3:24][O:25][c:26]1[cH:27][c:28]([C:35]([F:36])([F:37])[F:38])[c:29]([B:32]([OH:33])[OH:34])[cH:30][cH:31]1>>[c:2]1(-[c:29]2[c:28]([C:35]([F:36])([F:37])[F:38])[cH:27][c:26]([O:25][CH3:24])[cH:31][cH:30]2)[cH:3][c:4]2[c:8]3[c:9]([cH:10]1)[CH2:11][CH2:12][N:7]3[CH:6]1[CH:5]2[CH2:16][N:15]([C:17](=[O:18])[O:19][C:20]([CH3:21])([CH3:22])[CH3:23])[CH2:14][CH2:13]1. Reactants: ClC=1C(=NN(C1C)CC(=O)O)C ((4-chloro-3,5-dimethyl-pyrazol-1-yl)-acetic acid), N1=CC=CC=C1 (pyridine), CN(C=O)C (N,N-dimethylformamide), ClC=1C=C(C(=NC1)N1CCNCC1)NC(C1=CC(=CC=C1)C(F)(F)F)=O (N-(5-chloro-2-piperazin-1-yl-pyridin-3-yl)-3-trifluoromethyl-benzamide). Run at time 1 hour. Product: ClC=1C=C(C(=NC1)N1CCN(CC1)C(CC1N=C(C(=C1C)Cl)C)=O)NC(C1=CC(=CC=C1)C(F)(F)F)=O (N-(5-chloro-2-{4-[2-(4-chloro-3,5-dimethyl-2H-pyrrol-2-yl)-acetyl]-piperazin-1-yl}-pyridin-3-yl)-3-trifluoromethyl-benzamide). Isolated yield 21.0%. As a reaction SMILES: [Cl:1][C:2]1[C:3]([CH3:12])=N[N:5]([CH2:8][C:9](O)=O)[C:6]=1[CH3:7].N1C=CC=CC=1.[Cl:19][C:20]1[CH:21]=[C:22]([NH:32][C:33](=[O:44])[C:34]2[CH:39]=[CH:38][CH:37]=[C:36]([C:40]([F:43])([F:42])[F:41])[CH:35]=2)[C:23]([N:26]2[CH2:31][CH2:30][NH:29][CH2:28][CH2:27]2)=[N:24][CH:25]=1.CN(C)[CH:47]=[O:48]>>[Cl:19][C:20]1[CH:21]=[C:22]([NH:32][C:33](=[O:44])[C:34]2[CH:39]=[CH:38][CH:37]=[C:36]([C:40]([F:42])([F:43])[F:41])[CH:35]=2)[C:23]([N:26]2[CH2:31][CH2:30][N:29]([C:47](=[O:48])[CH2:9][CH:8]3[C:3]([CH3:12])=[C:2]([Cl:1])[C:6]([CH3:7])=[N:5]3)[CH2:28][CH2:27]2)=[N:24][CH:25]=1. Procedure details: To solution of (4-chloro-3,5-dimethyl-pyrazol-1-yl)-acetic acid (0.051 g, 0.160 mmol) in N,N-dimethylformamide (2 mL) is added pyridine (0.006 mL, 0.07 mmol) followed by 0.123 g (0.324 mmol) of tetramethyluroniumhydroxybenzotriazolehexaflourophosphate. The mixture stirred for 1 h. To this is added of N-(5-chloro-2-piperazin-1-yl-pyridin-3-yl)-3-trifluoromethyl-benzamide (0.031 g, 0.162 mmol). The mixture is allowed to stir overnight. The mixture is concentrated under reduced pressure and is puri... The reactants are ClC[C@@H]1CN([C@H](CO1)C)CC1=CC=CC=C1 ((2S,5S)-2-(chloromethyl)-5-methyl-4-benzylmorpholine), CNC (dimethylamine). Solvent: C(C)O (ethanol). Reaction conditions: temperature 150 celsius. The product is CN(C)C[C@H]1CN([C@H](CO1)C)CC1=CC=CC=C1 ((2S,5S)-2-[dimethylamino(methyl)]-5-methyl-4-benzylmorpholine). RXN SMILES: Cl[CH2:2][C@H:3]1[O:8][CH2:7][C@H:6]([CH3:9])[N:5]([CH2:10][C:11]2[CH:16]=[CH:15][CH:14]=[CH:13][CH:12]=2)[CH2:4]1.[CH3:17][NH:18][CH3:19]>C(O)C>[CH3:17][N:18]([CH2:2][C@@H:3]1[O:8][CH2:7][C@H:6]([CH3:9])[N:5]([CH2:10][C:11]2[CH:16]=[CH:15][CH:14]=[CH:13][CH:12]=2)[CH2:4]1)[CH3:19]. Procedure: A mixture of (2S,5S)-2-(chloromethyl)-5-methyl-4-benzylmorpholine (1 equivalent) and dimethylamine (5 equivalents) in ethanol, was heated at 150° C. for 36 hours in a sealed high pressure vessel. The reaction mixture was cooled to room temperature and concentrated under reduced pressure. The residue was taken up in 1 N HCl, and the solution was washed with CH2Cl2. The water phase was made basic with a 30% aq. NaOH solution (pH=12) and extracted with CH2Cl2. The organic extracts were collected an...